Dataset: the Open Reaction Database (ORD), a public repository of structured organic reaction records. Task: describe an organic reaction: reactants, conditions, products, and yield The reactants are C(C=O)(=O)OCC (ethyl glyoxylate), C[C@@H]1N(C(OC1)C(=O)OCC)C(C1=C(C=CC(=C1)C)N1N=CC=N1)=O (ethyl (2RS,4S)-4-methyl-3-[5-methyl-2-(2H-1,2,3-triazol-2-yl)benzoyl]-1,3-oxazolidine-2-carboxylate), N[C@H](CO)C ((2S)-2-aminopropan-1-ol), CC=1C=CC(=C(C(=O)O)C1)N1N=CC=N1 (5-methyl-2-(2H-1,2,3-triazol-2-yl)benzoic acid). The solvent is C1(=CC=CC=C1)C (toluene). Yields the product C[C@@H]1N([C@@H](OC1)C(=O)OCC)C(C1=C(C=CC(=C1)C)N1N=CC=N1)=O (ethyl (2S,4S)-4-methyl-3-[5-methyl-2-(2H-1,2,3-triazol-2-yl)benzoyl]-1,3-oxazolidine-2-carboxylate). RXN SMILES: C(OCC)(=O)C=O.N[C@@H](C)CO.CC1C=CC(N2N=CC=N2)=C(C=1)C(O)=O.[CH3:28][C@H:29]1[CH2:33][O:32][CH:31]([C:34]([O:36][CH2:37][CH3:38])=[O:35])[N:30]1[C:39](=[O:52])[C:40]1[CH:45]=[C:44]([CH3:46])[CH:43]=[CH:42][C:41]=1[N:47]1[N:51]=[CH:50][CH:49]=[N:48]1>C1(C)C=CC=CC=1>[CH3:28][C@H:29]1[CH2:33][O:32][C@@H:31]([C:34]([O:36][CH2:37][CH3:38])=[O:35])[N:30]1[C:39](=[O:52])[C:40]1[CH:45]=[C:44]([CH3:46])[CH:43]=[CH:42][C:41]=1[N:47]1[N:51]=[CH:50][CH:49]=[N:48]1. Procedure: By using ethyl glyoxylate (polymer type, a solution of 47% toluene) (2.0 mL, 9.5 mmol), (2S)-2-aminopropan-1-ol (0.73 mL, 9.5 mmol) and 5-methyl-2-(2H-1,2,3-triazol-2-yl)benzoic acid (1.0 g, 4.9 mmol), the same procedure as in Reference Example 1 was carried out to obtain a diastereomer mixture of ethyl (2RS,4S)-4-methyl-3-[5-methyl-2-(2H-1,2,3-triazol-2-yl)benzoyl]-1,3-oxazolidine-2-carboxylate. The obtained diastereomer mixture was purified by thin layer chromatography (1 mm, hexane/EtOAc=66/3...